describe an organic reaction: reactants, conditions, products, and yield From a dataset of the Open Reaction Database (ORD), a public repository of structured organic reaction records. Reactants: BrCc1ccc(-c2ccccc2-c2nnnn2C(c2ccccc2)(c2ccccc2)c2ccccc2)cc1, CC(C)C(N)C(=O)OCc1ccccc1, CCCCC(=O)N(Cc1ccc(-c2ccccc2-c2nnn[nH]2)cc1)C(C(=O)O)C(C)C. Yields the product CC(C)C(NCc1ccc(-c2ccccc2-c2nnnn2C(c2ccccc2)(c2ccccc2)c2ccccc2)cc1)C(=O)OCc1ccccc1. As a reaction SMILES: [Br:33][CH2:34][c:35]1[cH:36][cH:37][c:38](-[c:41]2[c:42](-[c:47]3[n:48][n:49][n:50][n:51]3[C:52]([c:53]3[cH:54][cH:55][cH:56][cH:57][cH:58]3)([c:59]3[cH:60][cH:61][cH:62][cH:63][cH:64]3)[c:65]3[cH:66][cH:67][cH:68][cH:69][cH:70]3)[cH:43][cH:44][cH:45][cH:46]2)[cH:39][cH:40]1.[CH2:71]([c:72]1[cH:73][cH:74][cH:75][cH:76][cH:77]1)[O:78][C:79]([CH:80]([NH2:81])[CH:82]([CH3:83])[CH3:84])=[O:85].[CH3:1][CH2:2][CH2:3][CH2:4][C:5]([N:6]([CH:7]([C:8](=[O:9])[OH:10])[CH:11]([CH3:12])[CH3:13])[CH2:14][c:15]1[cH:16][cH:17][c:18](-[c:19]2[c:20](-[c:21]3[nH:22][n:23][n:24][n:25]3)[cH:26][cH:27][cH:28][cH:29]2)[cH:30][cH:31]1)=[O:32]>>[CH2:34]([c:35]1[cH:36][cH:37][c:38](-[c:41]2[c:42](-[c:47]3[n:48][n:49][n:50][n:51]3[C:52]([c:53]3[cH:54][cH:55][cH:56][cH:57][cH:58]3)([c:59]3[cH:60][cH:61][cH:62][cH:63][cH:64]3)[c:65]3[cH:66][cH:67][cH:68][cH:69][cH:70]3)[cH:43][cH:44][cH:45][cH:46]2)[cH:39][cH:40]1)[NH:81][CH:80]([C:79]([O:78][CH2:71][c:72]1[cH:73][cH:74][cH:75][cH:76][cH:77]1)=[O:85])[CH:82]([CH3:83])[CH3:84]. Reactants: C1CCNC1, CC(=O)O, ClCCl, O=Cc1ccnc(Cl)c1. The product is Clc1cc(CN2CCCC2)ccn1. RXN SMILES: [CH2:10]1[CH2:11][CH2:12][NH:13][CH2:14]1.[CH3:15][C:16](=[O:17])[OH:18].[Cl:19][CH2:20][Cl:21].[Cl:1][c:2]1[n:3][cH:4][cH:5][c:6]([CH:8]=[O:9])[cH:7]1>>[Cl:1][c:2]1[n:3][cH:4][cH:5][c:6]([CH2:8][N:13]2[CH2:12][CH2:11][CH2:10][CH2:14]2)[cH:7]1.